From a dataset of the Open Reaction Database (ORD), a public repository of structured organic reaction records. describe an organic reaction: reactants, conditions, products, and yield Starting materials: NCCN1CCCCC1 (2-aminoethylpiperidine), NCCN1CCCCC1 (2-aminoethylpiperidine), C(#N)N=C(SC)SC (Dimethyl cyanodithioimidocarbonate), NCC1=NC(=C2N=CN(C2=N1)[C@H]1[C@@H]([C@@H]([C@H](O1)C(=O)NCC)O)O)NCC(C1=CC=CC=C1)C1=CC=CC=C1 ((2S,3S,4R,5R)-5-{2-(aminomethyl)-6-[(2,2-diphenylethyl)amino]-9H-purin-9-yl}-N-ethyl-3,4-dihydroxytetrahydro-2-furancarboxamide). Solvent: C(C)O (ethanol). Conditions: time 3 hour. Yields the product N (ammonia), C(#N)\N=C(/NCCN1CCCCC1)\NCC1=NC(=C2N=CN(C2=N1)[C@H]1[C@@H]([C@@H]([C@H](O1)C(=O)NCC)O)O)NCC(C1=CC=CC=C1)C1=CC=CC=C1 ((2S,3S,4R,5R)-5-{2-{[((E)-(Cyanoimino){[2-(1-piperidinyl)ethyl]amino}methyl)amino]methyl}-6-[(2,2-diphenylethyl)amino]-9H-purin-9-yl}-N-ethyl-3,4-dihydroxytetrahydro-2-furancarboxamide). The yield is 38.3%. RXN SMILES: [C:1]([N:3]=[C:4](SC)SC)#[N:2].[NH2:9][CH2:10][C:11]1[N:19]=[C:18]2[C:14]([N:15]=[CH:16][N:17]2[C@@H:20]2[O:24][C@H:23]([C:25]([NH:27][CH2:28][CH3:29])=[O:26])[C@@H:22]([OH:30])[C@H:21]2[OH:31])=[C:13]([NH:32][CH2:33][CH:34]([C:41]2[CH:46]=[CH:45][CH:44]=[CH:43][CH:42]=2)[C:35]2[CH:40]=[CH:39][CH:38]=[CH:37][CH:36]=2)[N:12]=1.[NH2:47][CH2:48][CH2:49][N:50]1[CH2:55][CH2:54][CH2:53][CH2:52][CH2:51]1>C(O)C>[NH3:2].[C:1](/[N:3]=[C:4](/[NH:9][CH2:10][C:11]1[N:19]=[C:18]2[C:14]([N:15]=[CH:16][N:17]2[C@@H:20]2[O:24][C@H:23]([C:25]([NH:27][CH2:28][CH3:29])=[O:26])[C@@H:22]([OH:30])[C@H:21]2[OH:31])=[C:13]([NH:32][CH2:33][CH:34]([C:35]2[CH:36]=[CH:37][CH:38]=[CH:39][CH:40]=2)[C:41]2[CH:46]=[CH:45][CH:44]=[CH:43][CH:42]=2)[N:12]=1)\[NH:47][CH2:48][CH2:49][N:50]1[CH2:55][CH2:54][CH2:53][CH2:52][CH2:51]1)#[N:2]. Procedure details: Dimethyl cyanodithioimidocarbonate (77 mg, 0.48 mmol) was added to a solution of (2S,3S,4R,5R)-5-{2-(aminomethyl)-6-[(2,2-diphenylethyl)amino]-9H-purin-9-yl}-N-ethyl-3,4-dihydroxytetrahydro-2-furancarboxamide (250 mg, 0.48 mmol) (Preparation 11) in ethanol 10 ml). The reaction mixture was stirred for 3 hours at room temperature and then 2-aminoethylpiperidine (88 μl, 0.68 mmol) was added. The reaction mixture was heated under reflux for 2 hours, more 2-aminoethylpiperidine (0.17 ml, 1.2 mmol) wa... Reactants: N1(CCCCC1)CCOCC(CC(=O)OCCCC1=CC=CC=C1)=O (3-phenylpropyl 4-(2-(1-piperidinyl)ethoxy)acetoacetate), CC1=C(C=C(C=O)C=C1)[N+](=O)[O-] (4-methyl-3-nitrobenzaldehyde), Cl.C(N)(=N)C=1OC=CC1 (2-amidinofuran hydrochloride), N1CCOCC1 (morpholine), C(C)(=O)O (acetic acid), S(=O)(=O)([O-])[O-].[Na+].[Na+] (sodium sulfate). Run in C(C)O (ethanol). Conditions: temperature 50 celsius. Yields the product O1C(=CC=C1)C=1NC(=C(C(N1)C1=CC(=C(C=C1)C)[N+](=O)[O-])C(=O)OCCCC1=CC=CC=C1)COCCN1CCCCC1 (3-Phenylpropyl 2-(2-furyl)-4-(4-methyl-3-nitrophenyl)-6[(2-(1-piperidinyl)ethoxy)methyl]-1,4-dihydropyrimidine-5-carboxylate). Isolated yield 0.9%. As a reaction SMILES: [N:1]1([CH2:7][CH2:8][O:9][CH2:10][C:11](=O)[CH2:12][C:13]([O:15][CH2:16][CH2:17][CH2:18][C:19]2[CH:24]=[CH:23][CH:22]=[CH:21][CH:20]=2)=[O:14])[CH2:6][CH2:5][CH2:4][CH2:3][CH2:2]1.[CH3:26][C:27]1[CH:34]=[CH:33][C:30]([CH:31]=O)=[CH:29][C:28]=1[N+:35]([O-:37])=[O:36].Cl.[C:39]([C:42]1[O:43][CH:44]=[CH:45][CH:46]=1)(=[NH:41])[NH2:40].N1CCOCC1.C(O)(=O)C.S([O-])([O-])(=O)=O.[Na+].[Na+]>C(O)C>[O:43]1[CH:44]=[CH:45][CH:46]=[C:42]1[C:39]1[NH:41][C:11]([CH2:10][O:9][CH2:8][CH2:7][N:1]2[CH2:6][CH2:5][CH2:4][CH2:3][CH2:2]2)=[C:12]([C:13]([O:15][CH2:16][CH2:17][CH2:18][C:19]2[CH:24]=[CH:23][CH:22]=[CH:21][CH:20]=2)=[O:14])[CH:31]([C:30]2[CH:33]=[CH:34][C:27]([CH3:26])=[C:28]([N+:35]([O-:37])=[O:36])[CH:29]=2)[N:40]=1 |f:2.3,6.7.8|. Reported procedure: A mixture of 3-phenylpropyl 4-(2-(1-piperidinyl)ethoxy)acetoacetate (10.0 g, 28.78 mmol), 4-methyl-3-nitrobenzaldehyde (4.75 g, 28.78 mmol), 2-amidinofuran hydrochloride (4.20 g, 28.78 mmol), morpholine (3.75 ml, 43.17 mmol), acetic acid (3.29 ml, 57.56 mmol), and sodium sulfate (8.17 g, 57.56 mmol) was stirred in ethanol (50 ml) for 1 hour at room temperature and then heated to 50° C. for 7 days. The ethanol was removed in vacuo and ethyl acetate was added to the residue. The mixture was filter... Starting materials: Cl.COC([C@@H](NC([C@H](NC)CC1=CC=CC=C1)=O)CC1=CNC2=CC=CC=C12)=O (N-methyl-(D)-phenylalanyl-(L)-tryptophan methyl ester hydrochloride), ClC=1C=C(C(=O)O)C=C(C1)Cl (3,5-dichlorobenzoic acid), methyl ester. Product: ClC=1C=C(C(=O)N([C@H](CC2=CC=CC=C2)C(=O)N[C@@H](CC2=CNC3=CC=CC=C23)C(=O)O)C)C=C(C1)Cl (N-(3,5-dichlorobenzoyl)-N-methyl-(D)-phenylalanyl-(L)-tryptophan). As a reaction SMILES: Cl.C[O:3][C:4](=[O:29])[C@H:5]([CH2:19][C:20]1[C:28]2[C:23](=[CH:24][CH:25]=[CH:26][CH:27]=2)[NH:22][CH:21]=1)[NH:6][C:7](=[O:18])[C@@H:8]([CH2:11][C:12]1[CH:17]=[CH:16][CH:15]=[CH:14][CH:13]=1)[NH:9][CH3:10].[Cl:30][C:31]1[CH:32]=[C:33]([CH:37]=[C:38]([Cl:40])[CH:39]=1)[C:34](O)=[O:35]>>[Cl:30][C:31]1[CH:32]=[C:33]([CH:37]=[C:38]([Cl:40])[CH:39]=1)[C:34]([N:9]([CH3:10])[C@@H:8]([C:7]([NH:6][C@H:5]([C:4]([OH:3])=[O:29])[CH2:19][C:20]1[C:28]2[C:23](=[CH:24][CH:25]=[CH:26][CH:27]=2)[NH:22][CH:21]=1)=[O:18])[CH2:11][C:12]1[CH:13]=[CH:14][CH:15]=[CH:16][CH:17]=1)=[O:35] |f:0.1|. Procedure details: Coupling of N-methyl-(D)-phenylalanyl-(L)-tryptophan methyl ester hydrochloride (see example 1) with 3,5-dichlorobenzoic acid according to example 12 followed by hydrolysis of the methyl ester moiety according to example 1 gives N-(3,5-dichlorobenzoyl)-N-methyl-(D)-phenylalanyl-(L)-tryptophan; FAB-MS m/e 538 (M+H)+. Reactants: ClC1=C(OC=2C=C3C(=CNC3=CC2)C(C)C)C(=CC(=C1)[N+](=O)[O-])C (5-(2-chloro-6-methyl-4-nitrophenoxy)-3-isopropyl-1H-indole). The reagents and catalysts are [Pd] (palladium). The solvent is C(C)O (ethanol). The product is ClC=1C=C(N)C=C(C1OC=1C=C2C(=CNC2=CC1)C(C)C)C (3-chloro-4-[(3-isopropyl-1H-indol-5-yl)oxy]-5-methylaniline). The yield is 59.4%. As a reaction SMILES: [Cl:1][C:2]1[CH:20]=[C:19]([N+:21]([O-])=O)[CH:18]=[C:17]([CH3:24])[C:3]=1[O:4][C:5]1[CH:6]=[C:7]2[C:11](=[CH:12][CH:13]=1)[NH:10][CH:9]=[C:8]2[CH:14]([CH3:16])[CH3:15]>C(O)C.[Pd]>[Cl:1][C:2]1[CH:20]=[C:19]([CH:18]=[C:17]([CH3:24])[C:3]=1[O:4][C:5]1[CH:6]=[C:7]2[C:11](=[CH:12][CH:13]=1)[NH:10][CH:9]=[C:8]2[CH:14]([CH3:15])[CH3:16])[NH2:21]. Reported procedure: 500 mg of 5-(2-chloro-6-methyl-4-nitrophenoxy)-3-isopropyl-1H-indole (Example II) are suspended in 10 ml of ethanol and hydrogenated with 50 mg of palladium on active carbon (10%) at atmospheric pressure for 2 hours. The mixture is filtered through kieselguhr, the solvent is removed in vacuo and the product is purified by chromatography (cyclohexane/ethyl acetate). 271 mg of 3-chloro-4-[(3-isopropyl-1H-indol-5-yl)oxy]-5-methylaniline are obtained. Reactants: C(C)OC(CC1=CC2=C(C3=C(N=CN=C3NC3=CC(=C(C=C3)OCC3=CC(=CC=C3)F)Cl)S2)C=C1)=O ({4-[3-chloro-4-(3-fluoro-benzyloxy)-phenylamino]-benzo[4,5]thieno[2,3-d]pyrimidin-7-yl}-acetic acid ethyl ester), O.[OH-].[Li+] (lithium hydroxide monohydrate). Run in C1CCOC1 (THF), O (water). Conditions: time 8 hour. The product is ClC=1C=C(C=CC1OCC1=CC(=CC=C1)F)NC=1C2=C(N=CN1)SC1=C2C=CC(=C1)CC(=O)O ({4-[3-Chloro-4-(3-fluoro-benzyloxy)-phenylamino]-benzo[4,5]thieno[2,3-d]pyrimidin-7-yl}-acetic acid). RXN SMILES: C([O:3][C:4](=[O:36])[CH2:5][C:6]1[CH:35]=[CH:34][C:9]2[C:10]3[C:15]([NH:16][C:17]4[CH:22]=[CH:21][C:20]([O:23][CH2:24][C:25]5[CH:30]=[CH:29][CH:28]=[C:27]([F:31])[CH:26]=5)=[C:19]([Cl:32])[CH:18]=4)=[N:14][CH:13]=[N:12][C:11]=3[S:33][C:8]=2[CH:7]=1)C.O.[OH-].[Li+]>C1COCC1.O>[Cl:32][C:19]1[CH:18]=[C:17]([NH:16][C:15]2[C:10]3[C:9]4[CH:34]=[CH:35][C:6]([CH2:5][C:4]([OH:36])=[O:3])=[CH:7][C:8]=4[S:33][C:11]=3[N:12]=[CH:13][N:14]=2)[CH:22]=[CH:21][C:20]=1[O:23][CH2:24][C:25]1[CH:30]=[CH:29][CH:28]=[C:27]([F:31])[CH:26]=1 |f:1.2.3|. Procedure: To a stirring solution of {4-[3-chloro-4-(3-fluoro-benzyloxy)-phenylamino]-benzo[4,5]thieno[2,3-d]pyrimidin-7-yl}-acetic acid ethyl ester (400 mg, 0.766 mmol) in THF (10 mL) was added a solution of lithium hydroxide monohydrate (161 mg, 3.83 mmol) in water (3 mL), and the resulting mixture was stirred at rt overnight. The solvent was evaporated, and aq. NaOH (0.2 N, 5 mL) was added to the residue, and the mixture was washed with diethyl ether (2×8 mL). The pH of the aqueous layer was adjusted to... Starting materials: C(CCC)[Li] (n-butyllithium), COC1=C(C=O)C(=CC(=C1OC)OC)C (2,3,4-trimethoxy-6-methylbenzaldehyde), C(C)(C)NC(C)C (diisopropylamine), ClC1=NC(=CC(=C1)C(F)(F)F)Cl (2,6-dichloro-4-trifluoromethylpyridine). Solvent: O1CCCC1 (tetrahydrofuran), O (water), O1CCCC1 (tetrahydrofuran), O1CCCC1 (tetrahydrofuran). Reaction conditions: temperature -20 celsius, time 30 minute. The product is COC1=C(C(=CC(=C1OC)OC)C)C(O)C=1C(=NC(=CC1C(F)(F)F)Cl)Cl ((2,3,4-trimethoxy-6-methylphenyl)(2,6-dichloro-4-trifluoromethyl-3-pyridyl)methanol). The yield is 80.8%. RXN SMILES: C([Li])CCC.C(NC(C)C)(C)C.[Cl:13][C:14]1[CH:19]=[C:18]([C:20]([F:23])([F:22])[F:21])[CH:17]=[C:16]([Cl:24])[N:15]=1.[CH3:25][O:26][C:27]1[C:34]([O:35][CH3:36])=[C:33]([O:37][CH3:38])[CH:32]=[C:31]([CH3:39])[C:28]=1[CH:29]=[O:30]>O1CCCC1.O>[CH3:25][O:26][C:27]1[C:34]([O:35][CH3:36])=[C:33]([O:37][CH3:38])[CH:32]=[C:31]([CH3:39])[C:28]=1[CH:29]([C:19]1[C:14]([Cl:13])=[N:15][C:16]([Cl:24])=[CH:17][C:18]=1[C:20]([F:21])([F:22])[F:23])[OH:30]. Procedure: 14 ml (20 mmol) of n-butyllithium (1.5 M hexane solution) was dropwise added at 0° C. to a solution having 2.9 ml (21 mmol) of diisopropylamine dissolved in 62 ml of tetrahydrofuran, followed by stirring for 30 minutes. The solution was cooled to −20° C., a solution having 4.0 g (19 mmol) of 2,6-dichloro-4-trifluoromethylpyridine dissolved in 5 ml of tetrahydrofuran was added thereto, followed by stirring for 5 minutes, and a solution having 3.8 g (18 mmol) of 2,3,4-trimethoxy-6-methylbenzaldehy... Reactants: BrCc1ccccc1, CC(C)(C)c1cccc(C=O)c1O, CC#N, [K+], [K+], O=C([O-])[O-]. As a reaction SMILES: [Br:14][CH2:15][c:16]1[cH:17][cH:18][cH:19][cH:20][cH:21]1.[C:1]([CH3:2])([CH3:3])([CH3:4])[c:5]1[c:6]([OH:13])[c:7]([CH:8]=[O:9])[cH:10][cH:11][cH:12]1.[CH3:28][C:29]#[N:30].[K+:22].[K+:23].[O-:24][C:25]([O-:26])=[O:27]>>[C:1]([CH3:2])([CH3:3])([CH3:4])[c:5]1[c:6]([O:13][CH2:15][c:16]2[cH:17][cH:18][cH:19][cH:20][cH:21]2)[c:7]([CH:8]=[O:9])[cH:10][cH:11][cH:12]1. Yields the product CC(C)(C)c1cccc(C=O)c1OCc1ccccc1. The reactants are ClC1=NC=C(C(=O)C2=C(C(=O)OCC)C=CC=C2)C=C1 (ethyl 2-(6-chloronicotinoyl)benzoate), O.NN (hydrazine hydrate). Run in C(C)O (ethanol). Run at temperature 75 celsius, time 1 hour. Yields the product ClC1=CC=C(C=N1)C1=NNC(C2=CC=CC=C12)=O (4-(6-chloropyridin-3-yl)phthalazin-1(2H)-one). Reaction SMILES: [Cl:1][C:2]1[CH:20]=[CH:19][C:5]([C:6]([C:8]2[CH:18]=[CH:17][CH:16]=[CH:15][C:9]=2[C:10](OCC)=[O:11])=O)=[CH:4][N:3]=1.O.[NH2:22][NH2:23]>C(O)C>[Cl:1][C:2]1[N:3]=[CH:4][C:5]([C:6]2[C:8]3[C:9](=[CH:15][CH:16]=[CH:17][CH:18]=3)[C:10](=[O:11])[NH:23][N:22]=2)=[CH:19][CH:20]=1 |f:1.2|. Reported procedure: A mixture of ethyl 2-(6-chloronicotinoyl)benzoate (0.599 g, 2.1 mmol) and hydrazine hydrate (0.35 mL, 6.2 mmol) in ethanol (6 mL) was stirred at 75° C. for 1 hour, concentrated, and azeotroped with toluene to provide the title compound, which was used without purification: 1H NMR (300 MHz, DMSO-d6) δ 13.01 (s, 1H), 8.65 (dd, J=2.7, 0.6, 1H), 8.44-8.25 (m, 1H), 8.13 (dd, J=8.3, 2.5, 1H), 8.08-7.82 (m, 2H), 7.82-7.59 (m, 2H). Reactants: O=C1C2CCCC2=Nc2ccc(Cl)cc2N1Cc1ccccc1, CCOC(C)=O, CCCCCC. Product: O=C1C2CCCC2Nc2ccc(Cl)cc2N1Cc1ccccc1. Reaction SMILES: [CH2:1]([c:2]1[cH:3][cH:4][cH:5][cH:6][cH:7]1)[N:8]1[c:9]2[c:10]([cH:19][cH:20][c:21]([Cl:23])[cH:22]2)[N:11]=[C:12]2[CH:13]([C:14]1=[O:15])[CH2:16][CH2:17][CH2:18]2.[CH2:30]([O:31][C:32](=[O:33])[CH3:34])[CH3:35].[CH3:24][CH2:25][CH2:26][CH2:27][CH2:28][CH3:29]>>[CH2:1]([c:2]1[cH:3][cH:4][cH:5][cH:6][cH:7]1)[N:8]1[c:9]2[c:10]([cH:19][cH:20][c:21]([Cl:23])[cH:22]2)[NH:11][CH:12]2[CH:13]([C:14]1=[O:15])[CH2:16][CH2:17][CH2:18]2.